This data is from the Open Reaction Database (ORD), a public repository of structured organic reaction records. The task is: describe an organic reaction: reactants, conditions, products, and yield The reactants are amine, BrC1=CSC=C1 (3-bromothiophene), [Cl-].[NH4+] (ammonium chloride), C1(=CC=CC=C1)C(=C(C)P(C1CCCCC1)C1CCCCC1)C1=CC=CC=C1 (1,1-Diphenyl-2-(dicyclohexylphosphino)propene), BrC=1SC=CC1 (bromothiophene), C1(=CC=CC=C1)NC1=CC=CC=C1 (diphenylamine), CC(C)([O-])C.[Na+] (sodium t-butoxide), amine. The reagents and catalysts are C(C)(=O)[O-].[Pd+2].C(C)(=O)[O-] (palladium acetate). The solvent is C1(=CC=CC=C1)C (toluene). Conditions: temperature 100 celsius, time 10 hour. Product: S1C=C(C=C1)N(C1=CC=CC=C1)C1=CC=CC=C1 (N-(3-thiophenyl)-N,N-diphenylamine). The yield is 50.4%. RXN SMILES: Br[C:2]1[CH:6]=[CH:5][S:4][CH:3]=1.BrC1SC=CC=1.[C:13]1([NH:19][C:20]2[CH:25]=[CH:24][CH:23]=[CH:22][CH:21]=2)[CH:18]=[CH:17][CH:16]=[CH:15][CH:14]=1.CC(C)([O-])C.[Na+].C1(C(C2C=CC=CC=2)=C(P(C2CCCCC2)C2CCCCC2)C)C=CC=CC=1.[Cl-].[NH4+]>C([O-])(=O)C.[Pd+2].C([O-])(=O)C.C1(C)C=CC=CC=1>[S:4]1[CH:5]=[CH:6][C:2]([N:19]([C:20]2[CH:21]=[CH:22][CH:23]=[CH:24][CH:25]=2)[C:13]2[CH:18]=[CH:17][CH:16]=[CH:15][CH:14]=2)=[CH:3]1 |f:3.4,6.7,8.9.10|. Procedure: Into a reactor were introduced 0.358 g (2.20 mmol) of 3-bromothiophene and 4 mL of toluene under a nitrogen atmosphere. The bromothiophene was dissolved in the solvent. To this solution were added 0.343 g (2.03 mmol) of diphenylamine, 0.229 g (2.39 mmol) of sodium t-butoxide, 4.4 mg (1 mol % based on the amine) of palladium acetate, and 30.6 mg (2 mmol % based on the amine) of the 1,1-diphenyl-2-(dicyclohexylphosphino)propene obtained in Example 2. The resultant reaction mixture was stirred at 1... Starting materials: CCO, NC(C=Cc1cccc(Cl)c1)CO. Yields the product NC(CO)CCc1cccc(Cl)c1. As a reaction SMILES: [CH3:14][CH2:15][OH:16].[NH2:1][CH:2]([CH2:3][OH:4])[CH:5]=[CH:6][c:7]1[cH:8][c:9]([Cl:13])[cH:10][cH:11][cH:12]1>>[NH2:1][CH:2]([CH2:3][OH:4])[CH2:5][CH2:6][c:7]1[cH:8][c:9]([Cl:13])[cH:10][cH:11][cH:12]1. Reactants: Cc1oc(Br)cc1C=O, Cc1cncc(B(O)O)c1, COCCOC, [Na+], [Na+], O=C([O-])[O-], O, c1ccc(P(c2ccccc2)(c2ccccc2)[Pd](P(c2ccccc2)(c2ccccc2)c2ccccc2)(P(c2ccccc2)(c2ccccc2)c2ccccc2)P(c2ccccc2)(c2ccccc2)c2ccccc2)cc1. Product: Cc1cncc(-c2cc(C=O)c(C)o2)c1. Reaction SMILES: [Br:1][c:2]1[cH:3][c:4]([CH:8]=[O:9])[c:5]([CH3:7])[o:6]1.[CH3:10][c:11]1[cH:12][c:13]([B:17]([OH:18])[OH:19])[cH:14][n:15][cH:16]1.[CH3:26][O:27][CH2:28][CH2:29][O:30][CH3:31].[Na+:20].[Na+:21].[O-:22][C:23](=[O:24])[O-:25].[OH2:109].[cH:32]1[cH:33][cH:34][c:35]([P:36]([Pd:37]([P:38]([c:39]2[cH:40][cH:41][cH:42][cH:43][cH:44]2)([c:45]2[cH:46][cH:47][cH:48][cH:49][cH:50]2)[c:51]2[cH:52][cH:53][cH:54][cH:55][cH:56]2)([P:57]([c:58]2[cH:59][cH:60][cH:61][cH:62][cH:63]2)([c:64]2[cH:65][cH:66][cH:67][cH:68][cH:69]2)[c:70]2[cH:71][cH:72][cH:73][cH:74][cH:75]2)[P:76]([c:77]2[cH:78][cH:79][cH:80][cH:81][cH:82]2)([c:83]2[cH:84][cH:85][cH:86][cH:87][cH:88]2)[c:89]2[cH:90][cH:91][cH:92][cH:93][cH:94]2)([c:95]2[cH:96][cH:97][cH:98][cH:99][cH:100]2)[c:101]2[cH:102][cH:103][cH:104][cH:105][cH:106]2)[cH:107][cH:108]1>>[c:2]1(-[c:13]2[cH:12][c:11]([CH3:10])[cH:16][n:15][cH:14]2)[cH:3][c:4]([CH:8]=[O:9])[c:5]([CH3:7])[o:6]1. The reactants are Cc1cccc2cc(C(C)Nc3nc(Cl)ncc3Cl)n(-c3ccccc3)c(=O)c12, N, O. Yields the product Cc1cccc2cc(C(C)Nc3nc(N)ncc3Cl)n(-c3ccccc3)c(=O)c12. As a reaction SMILES: [Cl:1][c:2]1[n:3][cH:4][c:5]([Cl:29])[c:6]([NH:8][CH:9]([CH3:10])[c:11]2[n:12](-[c:23]3[cH:24][cH:25][cH:26][cH:27][cH:28]3)[c:13](=[O:22])[c:14]3[c:15]([CH3:21])[cH:16][cH:17][cH:18][c:19]3[cH:20]2)[n:7]1.[NH3:31].[OH2:30]>>[c:2]1([NH2:31])[n:3][cH:4][c:5]([Cl:29])[c:6]([NH:8][CH:9]([CH3:10])[c:11]2[n:12](-[c:23]3[cH:24][cH:25][cH:26][cH:27][cH:28]3)[c:13](=[O:22])[c:14]3[c:15]([CH3:21])[cH:16][cH:17][cH:18][c:19]3[cH:20]2)[n:7]1. Product: COCc1ccc(C(=O)OC)c2ccccc12. RXN SMILES: [CH3:17][I:18].[CH3:22][N:23]([CH3:24])[CH:25]=[O:26].[H-:19].[Na+:20].[OH2:21].[OH:1][CH2:2][c:3]1[cH:4][cH:5][c:6]([C:13](=[O:14])[O:15][CH3:16])[c:7]2[cH:8][cH:9][cH:10][cH:11][c:12]12>>[O:1]([CH2:2][c:3]1[cH:4][cH:5][c:6]([C:13](=[O:14])[O:15][CH3:16])[c:7]2[cH:8][cH:9][cH:10][cH:11][c:12]12)[CH3:17]. The reactants are CI, CN(C)C=O, [H-], [Na+], O, COC(=O)c1ccc(CO)c2ccccc12.